From a dataset of the Open Reaction Database (ORD), a public repository of structured organic reaction records. describe an organic reaction: reactants, conditions, products, and yield Reactants: C(C1=CC=CC=C1)(C1=CC=CC=C1)(C1=CC=CC=C1)N[C@@H](CSC(C1=CC=CC=C1)(C1=CC=CC=C1)C1=CC=CC=C1)C(=O)O (N,S-ditrityl-cysteine), 1-benzotriazolyl ester, N1(N=NC2=C1C=CC=C2)OC([C@@H](NC(C2=CC=CC=C2)(C2=CC=CC=C2)C2=CC=CC=C2)CSC(C2=CC=CC=C2)(C2=CC=CC=C2)C2=CC=CC=C2)=O (N,S-ditrityl-cysteine 1-benzotriazolyl ester), CN(C=O)C (dimethylformamide), C(C)N1CCOCC1 (N-ethylmorpholine), CN(C=O)C (dimethylformamide), C1(CCCCC1)N=C=NC1CCCCC1 (dicyclohexylcarbodiimide), C(C1=CC=CC=C1)(C1=CC=CC=C1)(C1=CC=CC=C1)N[C@@H](CSC(C1=CC=CC=C1)(C1=CC=CC=C1)C1=CC=CC=C1)C(=O)O (N,S-ditrityl-cysteine), ester, ON1N=NC2=C1C=CC=C2 (1-hydroxybenzotriazole). Run at time 2 hour. Yields the product N[C@@H](CCCCN)C(=O)NCC(=O)N (lysyl-glycinamide), tetrapeptide. RXN SMILES: [C:1]([NH:20][C@H](C(O)=O)CSC(C1C=CC=CC=1)(C1C=CC=CC=1)C1C=CC=CC=1)([C:14]1[CH:19]=CC=CC=1)(C1C=CC=CC=1)C1C=CC=CC=1.O[N:47]1[C:51]2C=CC=CC=2N=N1.C1(N=C=NC2CCCCC2)CCCCC1.N1([O:80]C(=O)[C@H](CSC(C2C=CC=CC=2)(C2C=CC=CC=2)C2C=CC=CC=2)NC(C2C=CC=CC=2)(C2C=CC=CC=2)C2C=CC=CC=2)C2C=CC=CC=2N=N1.C([N:127]1[CH2:132][CH2:131]OCC1)C.[CH3:133][N:134](C)[CH:135]=[O:136]>>[NH2:20][C@H:1]([C:135]([NH:134][CH2:133][C:51]([NH2:47])=[O:80])=[O:136])[CH2:14][CH2:19][CH2:131][CH2:132][NH2:127]. Procedure details: In the next step of the process, N,S-ditrityl-cysteine is converted to its corresponding activated ester, preferably the 1-benzotriazolyl ester, by reacting N,S-ditrityl-cysteine with 1.0 to 1.3 molar equivalents of 1-hydroxybenzotriazole and dicyclohexylcarbodiimide in an inert organic solvent, i.e. dimethylformamide, at -10° to 10° C for 1 to 3 hours and at 20° to 30° C for an additional hour. The latter mixture containing N,S-ditrityl-cysteine 1-benzotriazolyl ester is cooled to -10° to 5° C ... The reactants are [Br-], O=C(OCc1ccccc1)N1CCC(O)CC1, C1CCOC1, [Li+], c1ccc(P(c2ccccc2)c2ccccc2)cc1. Product: O=C(OCc1ccccc1)N1CCC(Br)CC1. As a reaction SMILES: [Br-:21].[CH2:22]([c:23]1[cH:24][cH:25][cH:26][cH:27][cH:28]1)[O:29][C:30](=[O:31])[N:32]1[CH2:33][CH2:34][CH:35]([OH:38])[CH2:36][CH2:37]1.[CH2:39]1[O:40][CH2:41][CH2:42][CH2:43]1.[Li+:20].[c:1]1([P:2]([c:3]2[cH:4][cH:5][cH:6][cH:7][cH:8]2)[c:9]2[cH:10][cH:11][cH:12][cH:13][cH:14]2)[cH:15][cH:16][cH:17][cH:18][cH:19]1>>[Br:21][CH:35]1[CH2:34][CH2:33][N:32]([C:30]([O:29][CH2:22][c:23]2[cH:24][cH:25][cH:26][cH:27][cH:28]2)=[O:31])[CH2:37][CH2:36]1. The reactants are OCC1=CC=C(C=C1)NC1=NC=C(C(=N1)NCC=1C(=NC=CC1)N(S(=O)(=O)C)C)C(F)(F)F (N-(3-((2-(4-(hydroxymethyl)phenylamino)-5-(trifluoromethyl)pyrimidin-4-ylamino)methyl)pyridin-2-yl)-N-methylmethanesulfonamide), S(=O)(Cl)Cl (thionyl chloride). Solvent: C(Cl)Cl (DCM), C(Cl)Cl (DCM), C(Cl)Cl (DCM). Conditions: temperature 0 celsius, time 20 hour. Yields the product ClCC1=CC=C(C=C1)NC1=NC=C(C(=N1)NCC=1C(=NC=CC1)N(S(=O)(=O)C)C)C(F)(F)F (N-(3-((2-(4-(chloromethyl)phenylamino)-5-(trifluoromethyl)pyrimidin-4-ylamino)methyl)pyridin-2-yl)-N-methylmethanesulfonamide). As a reaction SMILES: O[CH2:2][C:3]1[CH:8]=[CH:7][C:6]([NH:9][C:10]2[N:15]=[C:14]([NH:16][CH2:17][C:18]3[C:19]([N:24]([CH3:29])[S:25]([CH3:28])(=[O:27])=[O:26])=[N:20][CH:21]=[CH:22][CH:23]=3)[C:13]([C:30]([F:33])([F:32])[F:31])=[CH:12][N:11]=2)=[CH:5][CH:4]=1.S(Cl)([Cl:36])=O>C(Cl)Cl>[Cl:36][CH2:2][C:3]1[CH:8]=[CH:7][C:6]([NH:9][C:10]2[N:15]=[C:14]([NH:16][CH2:17][C:18]3[C:19]([N:24]([CH3:29])[S:25]([CH3:28])(=[O:27])=[O:26])=[N:20][CH:21]=[CH:22][CH:23]=3)[C:13]([C:30]([F:33])([F:32])[F:31])=[CH:12][N:11]=2)=[CH:5][CH:4]=1. Procedure: A suspension of 6 (800 mg, 1.66 mmol) in DCM (5 mL) was cooled to 0° C. and treated with a solution of thionyl chloride (0.266 ml, 3.65 mmol) in DCM (2.0 mL). The reaction mixture was allowed to warm to 25° C. and stirred at 25° C. for 20 hours. The reaction mixture was then treated with DCM and washed with water (2×). The aqueous layer was collected and washed with DCM. The combined organic layers were then dried over MgSO4, filtered and concentrated to provide 7 as a white solid. Yield: 668 mg...